Dataset: the Open Reaction Database (ORD), a public repository of structured organic reaction records. Task: describe an organic reaction: reactants, conditions, products, and yield The reactants are CC(=O)O[BH-](OC(C)=O)OC(C)=O, CS(=O)(=O)N1CCNCC1, CC(C)[O-], CC(C)[O-], CC(C)[O-], CC(C)[O-], ClCCl, COc1ncc(Nc2ncc(C(C)=O)nc2-c2cc(N)nc(C)n2)cc1F, N, [Na+], C1CCOC1, [Ti+4]. Yields the product COc1ncc(Nc2ncc(C(C)N3CCN(S(C)(=O)=O)CC3)nc2-c2cc(N)nc(C)n2)cc1F. RXN SMILES: [C:41]([O:42][BH-:43]([O:44][C:45](=[O:46])[CH3:47])[O:48][C:49](=[O:50])[CH3:51])(=[O:52])[CH3:53].[CH3:1][S:2](=[O:3])(=[O:4])[N:5]1[CH2:6][CH2:7][NH:8][CH2:9][CH2:10]1.[CH3:61][CH:62]([CH3:63])[O-:64].[CH3:66][CH:67]([CH3:68])[O-:69].[CH3:70][CH:71]([CH3:72])[O-:73].[CH3:74][CH:75]([CH3:76])[O-:77].[Cl:38][CH2:39][Cl:40].[NH2:11][c:12]1[cH:13][c:14](-[c:19]2[c:20]([NH:28][c:29]3[cH:30][n:31][c:32]([O:36][CH3:37])[c:33]([F:35])[cH:34]3)[n:21][cH:22][c:23]([C:25]([CH3:26])=[O:27])[n:24]2)[n:15][c:16]([CH3:18])[n:17]1.[NH3:60].[Na+:54].[O:55]1[CH2:56][CH2:57][CH2:58][CH2:59]1.[Ti+4:65]>>[CH3:1][S:2](=[O:3])(=[O:4])[N:5]1[CH2:6][CH2:7][N:8]([CH:25]([c:23]2[cH:22][n:21][c:20]([NH:28][c:29]3[cH:30][n:31][c:32]([O:36][CH3:37])[c:33]([F:35])[cH:34]3)[c:19](-[c:14]3[cH:13][c:12]([NH2:11])[n:17][c:16]([CH3:18])[n:15]3)[n:24]2)[CH3:26])[CH2:9][CH2:10]1. Starting materials: F[B-](F)(F)F, CN(C)C=O, CCN(C(C)C)C(C)C, Nc1ccc(Cl)cc1, [Na+], O=C([O-])c1cccc2c1CCN(Cc1ccncc1)C2, CN(C)C(On1nnc2ccccc21)=[N+](C)C. Yields the product O=C(Nc1ccc(Cl)cc1)c1cccc2c1CCN(Cc1ccncc1)C2. Reaction SMILES: [B-:30]([F:31])([F:32])([F:33])[F:34].[CH3:61][N:62]([CH3:63])[CH:64]=[O:65].[CH:52]([N:53]([CH2:54][CH3:55])[CH:56]([CH3:57])[CH3:58])([CH3:59])[CH3:60].[NH2:22][c:23]1[cH:24][cH:25][c:26]([Cl:27])[cH:28][cH:29]1.[Na+:21].[n:1]1[cH:2][cH:3][c:4]([CH2:7][N:8]2[CH2:9][c:10]3[cH:11][cH:12][cH:13][c:14]([C:18](=[O:19])[O-:20])[c:15]3[CH2:16][CH2:17]2)[cH:5][cH:6]1.[n:35]1([O:36][C:37]([N:38]([CH3:39])[CH3:40])=[N+:41]([CH3:42])[CH3:43])[c:44]2[cH:45][cH:46][cH:47][cH:48][c:49]2[n:50][n:51]1>>[n:1]1[cH:2][cH:3][c:4]([CH2:7][N:8]2[CH2:9][c:10]3[cH:11][cH:12][cH:13][c:14]([C:18](=[O:20])[NH:22][c:23]4[cH:24][cH:25][c:26]([Cl:27])[cH:28][cH:29]4)[c:15]3[CH2:16][CH2:17]2)[cH:5][cH:6]1. Reactants: C(C#C)NS(=O)(=O)CC1=CC=C(N)C=C1 (4-(Prop-2-ynylaminosulfonylmethyl)aniline), ClC1=NC=C(C(=N1)Cl)F (2,4-dichloro-5-fluoropyrimidine). Run in CO.O (methanol water), C(C)(=O)OCC (ethyl acetate). The product is ClC1=NC=C(C(=N1)NC1=CC=C(C=C1)CS(=O)(=O)NCC#C)F (2-chloro-5-fluoro-N4-[4-(prop-2-ynylaminosulfonylmethyl)phenyl]-4-pyrimidineamine). Isolated yield 45.8%. As a reaction SMILES: [CH2:1]([NH:4][S:5]([CH2:8][C:9]1[CH:15]=[CH:14][C:12]([NH2:13])=[CH:11][CH:10]=1)(=[O:7])=[O:6])[C:2]#[CH:3].[Cl:16][C:17]1[N:22]=[C:21](Cl)[C:20]([F:24])=[CH:19][N:18]=1>CO.O.C(OCC)(=O)C>[Cl:16][C:17]1[N:22]=[C:21]([NH:13][C:12]2[CH:11]=[CH:10][C:9]([CH2:8][S:5]([NH:4][CH2:1][C:2]#[CH:3])(=[O:6])=[O:7])=[CH:15][CH:14]=2)[C:20]([F:24])=[CH:19][N:18]=1 |f:2.3|. Reported procedure: 4-(Prop-2-ynylaminosulfonylmethyl)aniline (0.353 g, 1.57 mmol) and 2,4-dichloro-5-fluoropyrimidine (0.471 g, 2.81 mmol) were stirred in methanol:water (4:1, 10 mL) at room temperature for 24 h. The reaction mixture was diluted with ethyl acetate (75 mL) and washed with 1N HCl (25 mL) and brine (10 mL). The organic layer was dried (MgSO4), filtered, and concentrated in vacuo. The residue was purified by column chromatography (silica gel, dichloromethane ramped to methanol:dichloromethane (3:100))...